describe an organic reaction: reactants, conditions, products, and yield From a dataset of the Open Reaction Database (ORD), a public repository of structured organic reaction records. Starting materials: ClC1=NC=C(C=C1)[N+](=O)[O-] (2-chloro-5-nitropyridine), C1(CCC1)O (cyclobutanol), [H-].[Na+] (NaH). Solvent: C1CCOC1 (THF). Yields the product C1(CCC1)OC1=NC=C(C=C1)[N+](=O)[O-] (2-Cyclobutoxy-5-nitro-pyridine). As a reaction SMILES: Cl[C:2]1[CH:7]=[CH:6][C:5]([N+:8]([O-:10])=[O:9])=[CH:4][N:3]=1.[CH:11]1([OH:15])[CH2:14][CH2:13][CH2:12]1.[H-].[Na+]>C1COCC1>[CH:11]1([O:15][C:2]2[CH:7]=[CH:6][C:5]([N+:8]([O-:10])=[O:9])=[CH:4][N:3]=2)[CH2:14][CH2:13][CH2:12]1 |f:2.3|. Procedure: A mixture of 2-chloro-5-nitropyridine (7.12 g, 45.0 mmol) and cyclobutanol (3.40 g, 47.2 mmol) in THF (30 mL) was vigorously stirred at 0° C. while NaH (1.18 g, 46.7 mmol) was added in three portions over ˜10-20 s under air (Caution: Extensive gas evolution). Reaction residue was rinsed down with additional THF (5 mL), followed by stirring under positive argon pressure in the ice bath for 1-2 more minutes. The ice bath was then removed and the brown homogeneous solution was stirred at “rt” for 1... The reactants are [N+](=O)([O-])C=1C=C(C(=O)C2=CC=C(C=C2)[N+](=O)[O-])C=CC1Cl (3,4'-Dinitro-4-chlorobenzophenone), ClC1=CC=CC=C1 (chlorobenzene), 4-halogeno-4'-nitrobenzophenone. Product: [N+](=O)([O-])C1=CC=C(C(=O)Cl)C=C1 (p-nitrobenzoyl chloride). RXN SMILES: [N+](C1C=C(C=CC=1Cl)[C:7]([C:9]1[CH:14]=[CH:13][C:12]([N+:15]([O-:17])=[O:16])=[CH:11][CH:10]=1)=[O:8])([O-])=O.[Cl:22]C1C=CC=CC=1>>[N+:15]([C:12]1[CH:13]=[CH:14][C:9]([C:7]([Cl:22])=[O:8])=[CH:10][CH:11]=1)([O-:17])=[O:16]. Procedure: For example, 3,3'-dinitro-4,4'-dichlorobenzophenone can be prepared in a yield of 95 to 98% by nitrating 4,4'-dichlorobenzophenone [E. R. Kofanov et al., J. Org. Chem. USSR, 15, 98-100 (1979)]. 5,3'-Dinitro-2,4'-dichlorobenzophenone can be prepared in a high yield by nitrating 2,4'-dichlorobenzophenone [E. H. Faith et al., J. Am. Chem. Soc., 77, 543 (1955)]. 3,3'-Dinitro-4-chlorobenzophenone can be prepared in a high yield by nitrating 4-chlorobenzophenone [G. S. Mironov et al., J. Org. Chem. US... Reactants: Cl.C1(CC1)COC1=C(C=C(C(=C1)F)OC)C=1C2=C(N=C(N1)C)C(=C(N2)C)C(=O)NC2CCNCC2 (4-[2-(Cyclopropylmethoxy)-4-fluoro-5-methoxyphenyl]-2,6-dimethyl-N-(piperidin-4-yl)-5H-pyrrolo[3,2-d]pyrimidine-7-carboxamide hydrochloride), C(CC)(=O)Cl (propionyl chloride). Product: C1(CC1)COC1=C(C=C(C(=C1)F)OC)C=1C2=C(N=C(N1)C)C(=C(N2)C)C(=O)NC2CCN(CC2)C(CC)=O (4-[2-(Cyclopropylmethoxy)-4-fluoro-5-methoxyphenyl]-2,6-dimethyl-N-(1-propanoylpiperidin-4-yl)-5H-pyrrolo[3,2-d]pyrimidine-7-carboxamide). Procedure details: Starting from 4-[2-(cyclopropylmethoxy)-4-fluoro-5-methoxyphenyl]-2,6-dimethyl-N-(piperidin-4-yl)-5H-pyrrolo[3,2-d]pyrimidine-7-carboxamide hydrochloride (example D.f59) and commercially available propionyl chloride the title compound is obtained as colorless solid. Reaction SMILES: Cl.[CH:2]1([CH2:5][O:6][C:7]2[CH:12]=[C:11]([F:13])[C:10]([O:14][CH3:15])=[CH:9][C:8]=2[C:16]2[C:17]3[NH:25][C:24]([CH3:26])=[C:23]([C:27]([NH:29][CH:30]4[CH2:35][CH2:34][NH:33][CH2:32][CH2:31]4)=[O:28])[C:18]=3[N:19]=[C:20]([CH3:22])[N:21]=2)[CH2:4][CH2:3]1.[C:36](Cl)(=[O:39])[CH2:37][CH3:38]>>[CH:2]1([CH2:5][O:6][C:7]2[CH:12]=[C:11]([F:13])[C:10]([O:14][CH3:15])=[CH:9][C:8]=2[C:16]2[C:17]3[NH:25][C:24]([CH3:26])=[C:23]([C:27]([NH:29][CH:30]4[CH2:31][CH2:32][N:33]([C:36](=[O:39])[CH2:37][CH3:38])[CH2:34][CH2:35]4)=[O:28])[C:18]=3[N:19]=[C:20]([CH3:22])[N:21]=2)[CH2:4][CH2:3]1 |f:0.1|. Starting materials: C1(=CC=CC=C1)N=C(C)CC(C)=O (2-phenylimino-4-pentanone), Cl.NC1=CC=CC=C1 (anilinehydrochloride). The solvent is C(C)O (ethanol). Conditions: time 1 hour. The product is C1(=CC=CC=C1)NC(C)=CC(C)=NC1=CC=CC=C1 (2-phenylamino-4-phenylimino-2-pentene). Isolated yield 75.2%. Reaction SMILES: [C:1]1([N:7]=[C:8]([CH2:10][C:11](=O)[CH3:12])[CH3:9])[CH:6]=[CH:5][CH:4]=[CH:3][CH:2]=1.Cl.[NH2:15][C:16]1[CH:21]=[CH:20][CH:19]=[CH:18][CH:17]=1>C(O)C>[C:1]1([NH:7][C:8](=[CH:10][C:11](=[N:15][C:16]2[CH:21]=[CH:20][CH:19]=[CH:18][CH:17]=2)[CH3:12])[CH3:9])[CH:6]=[CH:5][CH:4]=[CH:3][CH:2]=1 |f:1.2|. Procedure: Then, 605 g of 2-phenylimino-4-pentanone solid and 449 g of anilinehydrochloride were dissolved in 2000 ml of ethanol, and the solution was refluxed for 2 hours. After the solution was cooled at the room temperature, green solid was precipitated. The green solid was separated and dried under vacuum pumping. Then the solid was suspended in 1000 ml of diethylether, and 150 g of NaOH solution in 1200 ml of water was added. The slurry mixture was, then, stirred for 1 hour at the room temperature. Th...